Task: describe an organic reaction: reactants, conditions, products, and yield. Dataset: the Open Reaction Database (ORD), a public repository of structured organic reaction records Starting materials: solution, CS(=O)(=O)O (methanesulfonic acid), FC1=C(C(=O)N2CCC(CC2)OC2=NC=C(C3=CC=CC=C23)NC(=O)NC=2N(N=C(C2)C(CF)(C)CF)C2=CC=C(C=C2)C)C(=CC=C1)F (1-{1-[1-(2,6-Difluoro-benzoyl)-piperidin-4-yloxy]-isoquinolin-4-yl}-3-[5-(2-fluoro-1-fluoromethyl-1-methyl-ethyl)-2-p-tolyl-2H-pyrazol-3-yl]-urea). Solvent: ClCCl (dichloromethane), ClCCl (dichloromethane). The product is S(C)(=O)(=O)O.FC1=C(C(=O)N2CCC(CC2)OC2=NC=C(C3=CC=CC=C23)NC(=O)NC=2N(N=C(C2)C(CF)(C)CF)C2=CC=C(C=C2)C)C(=CC=C1)F (1-{1-[1-(2,6-Difluoro-benzoyl)-piperidin-4-yloxy]-isoquinolin-4-yl}-3-[5-(2-fluoro-1-fluoromethyl-1-methyl-ethyl)-2-p-tolyl-2H-pyrazol-3-yl]-urea mesylate). As a reaction SMILES: [F:1][C:2]1[CH:48]=[CH:47][CH:46]=[C:45]([F:49])[C:3]=1[C:4]([N:6]1[CH2:11][CH2:10][CH:9]([O:12][C:13]2[C:22]3[C:17](=[CH:18][CH:19]=[CH:20][CH:21]=3)[C:16]([NH:23][C:24]([NH:26][C:27]3[N:28]([C:38]4[CH:43]=[CH:42][C:41]([CH3:44])=[CH:40][CH:39]=4)[N:29]=[C:30]([C:32]([CH2:36][F:37])([CH3:35])[CH2:33][F:34])[CH:31]=3)=[O:25])=[CH:15][N:14]=2)[CH2:8][CH2:7]1)=[O:5].[CH3:50][S:51]([OH:54])(=[O:53])=[O:52]>ClCCl>[S:51]([OH:54])(=[O:53])(=[O:52])[CH3:50].[F:1][C:2]1[CH:48]=[CH:47][CH:46]=[C:45]([F:49])[C:3]=1[C:4]([N:6]1[CH2:11][CH2:10][CH:9]([O:12][C:13]2[C:22]3[C:17](=[CH:18][CH:19]=[CH:20][CH:21]=3)[C:16]([NH:23][C:24]([NH:26][C:27]3[N:28]([C:38]4[CH:43]=[CH:42][C:41]([CH3:44])=[CH:40][CH:39]=4)[N:29]=[C:30]([C:32]([CH2:33][F:34])([CH3:35])[CH2:36][F:37])[CH:31]=3)=[O:25])=[CH:15][N:14]=2)[CH2:8][CH2:7]1)=[O:5] |f:3.4|. Procedure details: Dissolve 0.13 g (0.19 mmol) of 1-{1-[1-(2,6-Difluoro-benzoyl)-piperidin-4-yloxy]-isoquinolin-4-yl}-3-[5-(2-fluoro-1-fluoromethyl-1-methyl-ethyl)-2-p-tolyl-2H-pyrazol-3-yl]-urea in dichloromethane (2 mL) and add 0.19 mL of a solution of methanesulfonic acid 1 N in dichloromethane. Evaporation of solvent under reduced pressure gives 0.09 g of the title compound as a white solid. ES+ (m/z) 675 (M+H). Starting materials: COC(=O)C=Cc1ccc(N(Cc2ccccc2)Cc2ccccc2)nc1C(=O)OC, CO, [Cl-], [NH4+], Cl[Ni]Cl, O, O, O, O, O, O. Yields the product COC(=O)CCc1ccc(N(Cc2ccccc2)Cc2ccccc2)nc1C(=O)OC. RXN SMILES: [CH2:1]([c:2]1[cH:3][cH:4][cH:5][cH:6][cH:7]1)[N:8]([c:9]1[cH:10][cH:11][c:12]([CH:19]=[CH:20][C:21](=[O:22])[O:23][CH3:24])[c:13]([C:15](=[O:16])[O:17][CH3:18])[n:14]1)[CH2:25][c:26]1[cH:27][cH:28][cH:29][cH:30][cH:31]1.[CH3:32][OH:33].[Cl-:34].[NH4+:35].[Ni:42]([Cl:43])[Cl:44].[OH2:36].[OH2:37].[OH2:38].[OH2:39].[OH2:40].[OH2:41]>>[CH2:1]([c:2]1[cH:3][cH:4][cH:5][cH:6][cH:7]1)[N:8]([c:9]1[cH:10][cH:11][c:12]([CH2:19][CH2:20][C:21](=[O:22])[O:23][CH3:24])[c:13]([C:15](=[O:16])[O:17][CH3:18])[n:14]1)[CH2:25][c:26]1[cH:27][cH:28][cH:29][cH:30][cH:31]1. The reactants are C1CCC(N2CCNCC2)C1, O=C(Cl)Oc1ccc(Oc2ccc(C(F)(F)F)cn2)cc1. Product: O=C(Oc1ccc(Oc2ccc(C(F)(F)F)cn2)cc1)N1CCN(C2CCCC2)CC1, Cl. RXN SMILES: [CH:22]1([N:27]2[CH2:28][CH2:29][NH:30][CH2:31][CH2:32]2)[CH2:23][CH2:24][CH2:25][CH2:26]1.[Cl:1][C:2](=[O:3])[O:4][c:5]1[cH:6][cH:7][c:8]([O:11][c:12]2[n:13][cH:14][c:15]([C:18]([F:19])([F:20])[F:21])[cH:16][cH:17]2)[cH:9][cH:10]1>>[C:2](=[O:3])([O:4][c:5]1[cH:6][cH:7][c:8]([O:11][c:12]2[n:13][cH:14][c:15]([C:18]([F:19])([F:20])[F:21])[cH:16][cH:17]2)[cH:9][cH:10]1)[N:30]1[CH2:29][CH2:28][N:27]([CH:22]2[CH2:23][CH2:24][CH2:25][CH2:26]2)[CH2:32][CH2:31]1.[ClH:1]. Starting materials: CCO, CCOC(=O)Nc1ccc(C(=O)OC)cc1, NN, O. The product is CCOC(=O)Nc1ccc(C(=O)NN)cc1. Reaction SMILES: [CH3:20][CH2:21][OH:22].[CH3:4][O:5][C:6]([c:7]1[cH:8][cH:9][c:10]([NH:13][C:14](=[O:15])[O:16][CH2:17][CH3:18])[cH:11][cH:12]1)=[O:19].[NH2:2][NH2:3].[OH2:1]>>[NH:2]([NH2:3])[C:6](=[O:5])[c:7]1[cH:8][cH:9][c:10]([NH:13][C:14](=[O:15])[O:16][CH2:17][CH3:18])[cH:11][cH:12]1. Reactants: ClC(COC(C(CC1=CC=C(C=C1)CO)SCCC1=CC=C(C=C1)F)=O)(Cl)Cl (2-[2-(4-fluoro-phenyl)-ethylsulfanyl]-3-(4-hydroxymethyl-phenyl)-propionic acid 2,2,2 trichloro-ethyl ester), CS(=O)(=O)OC1=CC=C(C=C1)CC(=O)O ((4-methanesulfonyloxy-phenyl)-acetic acid). Yields the product FC1=CC=C(C=C1)CCSC(C(=O)O)CC1=CC=C(C=C1)COC(CC1=CC=C(C=C1)OS(=O)(=O)C)=O (2-[2-(4-Fluoro-phenyl)-ethylsulfanyl]-3-{4-[2-(4-methanesulfonyloxy-phenyl)-acetoxymethyl]-phenyl}-propionic acid). As a reaction SMILES: ClC(Cl)(Cl)C[O:4][C:5](=[O:26])[CH:6]([S:16][CH2:17][CH2:18][C:19]1[CH:24]=[CH:23][C:22]([F:25])=[CH:21][CH:20]=1)[CH2:7][C:8]1[CH:13]=[CH:12][C:11]([CH2:14][OH:15])=[CH:10][CH:9]=1.[CH3:29][S:30]([O:33][C:34]1[CH:39]=[CH:38][C:37]([CH2:40][C:41](O)=[O:42])=[CH:36][CH:35]=1)(=[O:32])=[O:31]>>[F:25][C:22]1[CH:21]=[CH:20][C:19]([CH2:18][CH2:17][S:16][CH:6]([CH2:7][C:8]2[CH:9]=[CH:10][C:11]([CH2:14][O:15][C:41](=[O:42])[CH2:40][C:37]3[CH:36]=[CH:35][C:34]([O:33][S:30]([CH3:29])(=[O:31])=[O:32])=[CH:39][CH:38]=3)=[CH:12][CH:13]=2)[C:5]([OH:4])=[O:26])=[CH:24][CH:23]=1. Reported procedure: The title compound was prepared from 2-[2-(4-fluoro-phenyl)-ethylsulfanyl]-3-(4-hydroxymethyl-phenyl)-propionic acid 2,2,2 trichloro-ethyl ester (33 mg, 0.072 mmol) and (4-methanesulfonyloxy-phenyl)-acetic acid (15 mg, 0.065 mmol) in the same manner as described for example 1. The crude product was purified by flash chromatography (yield: 2.0 mg, 5.6%). Mass Spectrum: M+H+ 547.10.